From a dataset of the Open Reaction Database (ORD), a public repository of structured organic reaction records. describe an organic reaction: reactants, conditions, products, and yield Reactants: C(C(=O)Cl)(=O)Cl (Oxalylchloride), CN(C)C=O (DMF), C(CCCC)SC=1SC2=C(N1)C=CC(=C2)S(=O)(=O)N[C@@H](C(=O)O)C ((2R)-2-[(2-n-pentylthiobenzthiazol-6-sulfonyl)amino]propionic Acid). Solvent: ClCCl (dichloromethane). Reaction conditions: temperature 0 celsius. Yields the product C(CCCC)SC=1SC2=C(N1)C=CC(=C2)S(=O)(=O)N[C@@H](C(=O)Cl)C ((2R)-2-[(2-n-pentylthiobenzthiazol-6-sulfonyl)amino]propionic chloride). RXN SMILES: [CH2:1]([S:6][C:7]1[S:8][C:9]2[CH:15]=[C:14]([S:16]([NH:19][C@H:20]([CH3:24])[C:21](O)=[O:22])(=[O:18])=[O:17])[CH:13]=[CH:12][C:10]=2[N:11]=1)[CH2:2][CH2:3][CH2:4][CH3:5].C(Cl)(=O)C([Cl:28])=O.CN(C=O)C>ClCCl>[CH2:1]([S:6][C:7]1[S:8][C:9]2[CH:15]=[C:14]([S:16]([NH:19][C@H:20]([CH3:24])[C:21]([Cl:28])=[O:22])(=[O:18])=[O:17])[CH:13]=[CH:12][C:10]=2[N:11]=1)[CH2:2][CH2:3][CH2:4][CH3:5]. Procedure details: (2R)-2-[(2-n-pentylthiobenzthiazol-6-sulfonyl) amino]propionic acid (190 mg, 0.49 mmol) prepared in Example 29 was dissolved in dichloromethane (2 mL) and cooled down to 0° C. Oxalylchloride (0.17 mL, 4 equi.) and DMF of catalytic amount were added and the reaction solution was refluxed for 3 hours at RT. Then, the solution was distilled under reduced pressure to remove the solvent and dried under reduced pressure to give (2R)-2-[(2-n-pentylthiobenzthiazol-6-sulfonyl)amino]propionic chloride. An... Starting materials: COC=1C=C(C=C(C1OC)[N+](=O)[O-])C(CCC(O)C1=CC(=C(C(=C1)OC)OC)OC)O (1-(3,4-Dimethoxy-5-nitrophenyl)-4-(3,4,5-trimethoxyphenyl)-1,4-butanediol), P12(=S)SP3(=S)SP(=S)(S1)SP(=S)(S2)S3 (P4S10). The solvent is N1=CC=CC=C1 (pyridine). Run at temperature 90 celsius. The product is COC=1C=C(C=C(C1OC)[N+](=O)[O-])C1SC(CC1)C1=CC(=C(C(=C1)OC)OC)OC (2-(3,4-Dimethoxy-5-nitrophenyl)-5-(3,4,5-trimethoxyphenyl)-tetrahydrothiophene). As a reaction SMILES: [CH3:1][O:2][C:3]1[CH:4]=[C:5]([CH:14](O)[CH2:15][CH2:16][CH:17]([C:19]2[CH:24]=[C:23]([O:25][CH3:26])[C:22]([O:27][CH3:28])=[C:21]([O:29][CH3:30])[CH:20]=2)O)[CH:6]=[C:7]([N+:11]([O-:13])=[O:12])[C:8]=1[O:9][CH3:10].P12(SP3(SP(SP(S3)(S1)=S)(=S)S2)=S)=[S:33]>N1C=CC=CC=1>[CH3:1][O:2][C:3]1[CH:4]=[C:5]([CH:14]2[CH2:15][CH2:16][CH:17]([C:19]3[CH:24]=[C:23]([O:25][CH3:26])[C:22]([O:27][CH3:28])=[C:21]([O:29][CH3:30])[CH:20]=3)[S:33]2)[CH:6]=[C:7]([N+:11]([O-:13])=[O:12])[C:8]=1[O:9][CH3:10]. Procedure details: 1-(3,4-Dimethoxy-5-nitrophenyl)-4-(3,4,5-trimethoxyphenyl)-1,4-butanediol (4.61 g, 10.55 mmole) and 6.57 g of P4S10 were suspended in 60 mL of pyridine and heated at 90° C. for 16 hours. The solvent was removed by distillation in vacuo. The residue was acidified with 10% HCl and extracted with dichloromethane. The organic layer was washed with 10% HCl, water and saturated aqueous sodium chloride, dried over MgSO4, filtered and evaporated to give a gummy residue that was purified by flash column ...